From a dataset of the Open Reaction Database (ORD), a public repository of structured organic reaction records. describe an organic reaction: reactants, conditions, products, and yield The reactants are CS(=O)(=O)OC1=C(C=C(C=C1)C(C)(C)C)C(C)(C)C (2,4-di-tert-butylphenyl methanesulfonate), C(=O)[O-].[NH4+] (ammonium formate), C(C)(=O)[O-].[Li+] (lithium acetate), CO (methanol). Reagents/catalysts: [Pd].[C] (Pd carbon), [Pd].[C] (Pd carbon). Run in O (Water). Yields the product C(C)(C)(C)C1=CC(=CC=C1)C(C)(C)C (1,3-di-tert-butylbenzene). Yield: 76.4%. As a reaction SMILES: CS(O[C:6]1[CH:11]=[CH:10][C:9]([C:12]([CH3:15])([CH3:14])[CH3:13])=[CH:8][C:7]=1[C:16]([CH3:19])([CH3:18])[CH3:17])(=O)=O.C([O-])=O.[NH4+].C([O-])(=O)C.[Li+].CO>[Pd].[C].O>[C:12]([C:9]1[CH:10]=[CH:11][CH:6]=[C:7]([C:16]([CH3:19])([CH3:18])[CH3:17])[CH:8]=1)([CH3:15])([CH3:14])[CH3:13] |f:1.2,3.4,6.7|. Procedure: In a nitrogen atmosphere under normal pressure, 2,4-di-tert-butylphenyl methanesulfonate (30 g, 0.11 mols), ammonium formate (8.0 g, 0.13 mols), lithium acetate (8.4 g, 0.13 mols) and methanol (45 g) were mixed at 25° C., and with stirring, 10 mass % Pd/carbon (50 mass % water-containing product) (1.2 g) (as metal palladium; 0.2 mass % relative to 2,4-di-tert-butylphenyl methanesulfonate) as supported by a carbon carrier having a specific surface area of 780 m2/g (by BET method) was put into it.... The reactants are CCN=C=NCCCN(C)C, CN(C)C=O, O=C(O)c1cc2cc(Cl)ccc2o1, Cl, NC(Cc1ccccn1)C(=O)NCC(=O)N1CCN(c2ccc(Cl)cc2)CC1, [Na+], On1nnc2ccccc21, O=C([O-])O. Product: O=C(NC(Cc1ccccn1)C(=O)NCC(=O)N1CCN(c2ccc(Cl)cc2)CC1)c1cc2cc(Cl)ccc2o1. RXN SMILES: [CH2:43]([N:44]=[C:45]=[N:46][CH2:47][CH2:48][CH2:49][N:50]([CH3:51])[CH3:52])[CH3:53].[CH3:69][N:70]([CH3:71])[CH:72]=[O:73].[Cl:29][c:30]1[cH:31][cH:32][c:33]2[c:34]([cH:35][c:36]([C:38](=[O:39])[OH:40])[o:37]2)[cH:41]1.[ClH:42].[NH2:1][CH:2]([C:3](=[O:4])[NH:5][CH2:6][C:7](=[O:8])[N:9]1[CH2:10][CH2:11][N:12]([c:15]2[cH:16][cH:17][c:18]([Cl:21])[cH:19][cH:20]2)[CH2:13][CH2:14]1)[CH2:22][c:23]1[n:24][cH:25][cH:26][cH:27][cH:28]1.[Na+:64].[OH:54][n:55]1[c:56]2[cH:57][cH:58][cH:59][cH:60][c:61]2[n:62][n:63]1.[OH:65][C:66](=[O:67])[O-:68]>>[NH:1]([CH:2]([C:3](=[O:4])[NH:5][CH2:6][C:7](=[O:8])[N:9]1[CH2:10][CH2:11][N:12]([c:15]2[cH:16][cH:17][c:18]([Cl:21])[cH:19][cH:20]2)[CH2:13][CH2:14]1)[CH2:22][c:23]1[n:24][cH:25][cH:26][cH:27][cH:28]1)[C:38]([c:36]1[cH:35][c:34]2[c:33]([cH:32][cH:31][c:30]([Cl:29])[cH:41]2)[o:37]1)=[O:39].